Task: describe an organic reaction: reactants, conditions, products, and yield. Dataset: the Open Reaction Database (ORD), a public repository of structured organic reaction records Reactants: C(C1=CC=CC=C1)O[C@H]1C[C@H]2N=C(S[C@H]2O[C@@H]1[C@@H](C(F)(F)F)O)N(C(OC(C)(C)C)=O)C (tert-butyl ((3aR,5R,6S,7aR)-6-(benzyloxy)-5-((S)-2,2,2-trifluoro-1-hydroxyethyl)-5,6,7,7a-tetrahydro-3aH-pyrano[3,2-d]thiazol-2-yl)(methyl)carbamate), B(Cl)(Cl)Cl (BCl3). Solvent: C(Cl)Cl (DCM). Conditions: temperature 0 celsius, time 3 hour. The product is CNC=1S[C@@H]2[C@H](N1)C[C@@H]([C@H](O2)[C@@H](C(F)(F)F)O)O ((3aR,5S,6S,7aR)-2-(methylamino)-5-((S)-2,2,2-trifluoro-1-hydroxyethyl)-5,6,7,7a-tetrahydro-3aH-pyrano[3,2-d]thiazol-6-ol). The yield is 80.6%. As a reaction SMILES: C([O:8][C@@H:9]1[C@@H:17]([C@H:18]([OH:23])[C:19]([F:22])([F:21])[F:20])[O:16][C@H:15]2[C@H:11]([N:12]=[C:13]([N:24](C)[C:25](=O)OC(C)(C)C)[S:14]2)[CH2:10]1)C1C=CC=CC=1.B(Cl)(Cl)Cl>C(Cl)Cl>[CH3:25][NH:24][C:13]1[S:14][C@H:15]2[O:16][C@H:17]([C@H:18]([OH:23])[C:19]([F:22])([F:20])[F:21])[C@@H:9]([OH:8])[CH2:10][C@H:11]2[N:12]=1. Procedure: To tert-butyl ((3aR,5R,6S,7aR)-6-(benzyloxy)-5-((S)-2,2,2-trifluoro-1-hydroxyethyl)-5,6,7,7a-tetrahydro-3aH-pyrano[3,2-d]thiazol-2-yl)(methyl)carbamate (0.060 g, 0.13 mmol) and PMB (0.10 g, 0.67 mmol) in anhydrous DCM (4 mL) at −78° C. under N2, was added BCl3 (1.0 M in DCM, 0.60 mL, 0.60 mmol). The mixture was stirred for ˜3 h while the temperature of the cooling bath warmed to 0° C. The reaction mixture was cooled at −78° C., quenched with mixed MeOH/DCM, and then concentrated to dryness. The ... Reactants: ClC=1C=CC=C2C(=CNC12)C1CCN(CC1)CC1CC2=CC=CC=C2C1 (7-Chloro-3-[1-(indan-2-ylmethyl)piperidin-4-yl]-1H-indole), C(C(=O)[O-])(=O)[O-] (oxalate), C(C(=O)[O-])(=O)[O-] (oxalate). The product is C1C(CC2=CC=CC=C12)CN1CCC(CC1)C1=CNC2=CC=CC=C12 (3-[1-(Indan-2-ylmethyl)piperidin-4-yl]-1H-indole). Reaction SMILES: Cl[C:2]1[CH:3]=[CH:4][CH:5]=[C:6]2[C:10]=1[NH:9][CH:8]=[C:7]2[CH:11]1[CH2:16][CH2:15][N:14]([CH2:17][CH:18]2[CH2:26][C:25]3[C:20](=[CH:21][CH:22]=[CH:23][CH:24]=3)[CH2:19]2)[CH2:13][CH2:12]1.C([O-])(=O)C([O-])=O>>[CH2:19]1[C:20]2[C:25](=[CH:24][CH:23]=[CH:22][CH:21]=2)[CH2:26][CH:18]1[CH2:17][N:14]1[CH2:13][CH2:12][CH:11]([C:7]2[C:6]3[C:10](=[CH:2][CH:3]=[CH:4][CH:5]=3)[NH:9][CH:8]=2)[CH2:16][CH2:15]1. Reported procedure: 7-Chloro-3-[1-(indan-2-ylmethyl)piperidin-4-yl]-1H-indole, oxalate 21c. Prepared from 11c. The reactants are ClC=1C=C2C(=CN1)NC(=C2)C(=O)O (5-chloro-1H-pyrrolo[2,3-c]pyridine-2-carboxylic acid), FC1=CC=C(CCN)C=C1 (4-fluorophenethylamine). The product is FC1=CC=C(C=C1)CCNC(=O)C1=CC=2C(=CN=C(C2)Cl)N1 (5-Chloro-1H-pyrrolo[2,3-c]pyridine-2-carboxylic acid [2-(4-fluorophenyl)ethyl]amide). Reaction SMILES: [Cl:1][C:2]1[CH:3]=[C:4]2[CH:10]=[C:9]([C:11]([OH:13])=O)[NH:8][C:5]2=[CH:6][N:7]=1.[F:14][C:15]1[CH:23]=[CH:22][C:18]([CH2:19][CH2:20][NH2:21])=[CH:17][CH:16]=1>>[F:14][C:15]1[CH:23]=[CH:22][C:18]([CH2:19][CH2:20][NH:21][C:11]([C:9]2[NH:8][C:5]3=[CH:6][N:7]=[C:2]([Cl:1])[CH:3]=[C:4]3[CH:10]=2)=[O:13])=[CH:17][CH:16]=1. Procedure details: The title compound was prepared as outlined in EXAMPLE 1 from 5-chloro-1H-pyrrolo[2,3-c]pyridine-2-carboxylic acid (Preparation 18) and 4-fluorophenethylamine. The product was purified by mass directed purification to give the title compound as an orange solid. δH (CD3OD): 2.93 (2H, t), 3.60 (2H, t), 6.97–7.04 (3H, m), 7.24–7.30 (2H, m), 7.65 (1H, s), 8.56 (1H, s); m/z (ES+)=318 [M+H]+. Starting materials: BrC1=CC(=C(O[Si](C(C)C)(C(C)C)C(C)C)C(=C1)C)C ((4-bromo-2,6-dimethylphenoxy)triisopropylsilane), [Li]CCCC (n-BuLi), CSSC (dimethyldisulfide). Run in C1CCOC1 (THF). Run at temperature -78 celsius, time 1 hour. The product is CC1=C(O[Si](C(C)C)(C(C)C)C(C)C)C(=CC(=C1)SC)C ((2,6-dimethyl-4-methylsulfanylphenoxy)triisopropyl-silane). The yield is 101.2%. As a reaction SMILES: Br[C:2]1[CH:18]=[C:17]([CH3:19])[C:5]([O:6][Si:7]([CH:14]([CH3:16])[CH3:15])([CH:11]([CH3:13])[CH3:12])[CH:8]([CH3:10])[CH3:9])=[C:4]([CH3:20])[CH:3]=1.[Li]CCCC.[CH3:26][S:27]SC>C1COCC1>[CH3:19][C:17]1[CH:18]=[C:2]([S:27][CH3:26])[CH:3]=[C:4]([CH3:20])[C:5]=1[O:6][Si:7]([CH:14]([CH3:16])[CH3:15])([CH:11]([CH3:13])[CH3:12])[CH:8]([CH3:10])[CH3:9]. Procedure: To a stirring solution of (4-bromo-2,6-dimethylphenoxy)triisopropylsilane (0.5 g, 1.4 mmol) in THF (15 mL) at −78° C. was added n-BuLi (2.5 M in hexanes, 0.56 mL), the reaction mixture was stirred at −78° C. for 1 hr, then dimethyldisulfide (0.16 mL, 1.82 mmol) was added at −78° C. The reaction mixture was stirred at room temperature for 1 h and quenched with saturated NH4Cl and diluted with diethyl ether. The organic layer was dried over Na2SO4, filtered and concentrated under reduced pressure ... The reactants are Cc1cc(C(C)(C)C)ccc1S, COc1ccc2c(c1)CCC2=O, CCOC(C)=O, Cl, [Na], O. Product: O=C1CCc2cc(O)ccc21. Reaction SMILES: [C:14]([c:15]1[cH:16][cH:17][c:18]([SH:19])[c:20]([CH3:21])[cH:22]1)([CH3:23])([CH3:24])[CH3:25].[CH3:1][O:2][c:3]1[cH:4][c:5]2[c:9]([cH:10][cH:11]1)[C:8](=[O:12])[CH2:7][CH2:6]2.[CH3:28][CH2:29][O:30][C:31]([CH3:32])=[O:33].[ClH:27].[Na:13].[OH2:26]>>[OH:2][c:3]1[cH:4][c:5]2[c:9]([cH:10][cH:11]1)[C:8](=[O:12])[CH2:7][CH2:6]2.